From a dataset of the Open Reaction Database (ORD), a public repository of structured organic reaction records. describe an organic reaction: reactants, conditions, products, and yield Reactants: C(C)N(C(C(=O)O)=C)S(=O)(=O)C1=CC=C(C=C1)F (2-[ethyl-(4-fluorophenyl)sulfonyl-amino]prop-2-enoic acid), CCOC(=O)OC(=O)OCC (DEPC), FC(C1=CC=C(C=C1)C1=NC=CC(=C1)CN)(F)F ([2-[4-(trifluoromethyl)phenyl]-4-pyridyl]methanamine). The solvent is C1CCOC1 (THF). Conditions: time 8 hour. Yields the product C(C)N(C(C(=O)NCC1=CC(=NC=C1)C1=CC=C(C=C1)C(F)(F)F)=C)S(=O)(=O)C1=CC=C(C=C1)F (2-[ethyl-(4-fluorophenyl)sulfonyl-amino]-N-[[2-[4-(trifluoromethyl)phenyl]-4-pyridyl]methyl]prop-2-enamide). Isolated yield 19.7%. As a reaction SMILES: [CH2:1]([N:3]([S:9]([C:12]1[CH:17]=[CH:16][C:15]([F:18])=[CH:14][CH:13]=1)(=[O:11])=[O:10])[C:4](=[CH2:8])[C:5]([OH:7])=O)[CH3:2].CCOC(OC(OCC)=O)=O.[F:30][C:31]([F:47])([F:46])[C:32]1[CH:37]=[CH:36][C:35]([C:38]2[CH:43]=[C:42]([CH2:44][NH2:45])[CH:41]=[CH:40][N:39]=2)=[CH:34][CH:33]=1>C1COCC1>[CH2:1]([N:3]([S:9]([C:12]1[CH:17]=[CH:16][C:15]([F:18])=[CH:14][CH:13]=1)(=[O:11])=[O:10])[C:4](=[CH2:8])[C:5]([NH:45][CH2:44][C:42]1[CH:41]=[CH:40][N:39]=[C:38]([C:35]2[CH:36]=[CH:37][C:32]([C:31]([F:47])([F:30])[F:46])=[CH:33][CH:34]=2)[CH:43]=1)=[O:7])[CH3:2]. Procedure: Acid 4B (273.28 mg, 1 mmol) was dissolved in 10 ml of THF and at rt DEPC (1.1 equiv, 0.15 ml) and [2-[4-(trifluoromethyl)phenyl]-4-pyridyl]methanamine 21A (1.1 equiv., 277.5 mg) were added to the solution. The mixture was stirred at rt overnight then evaporated. The residue was dissolved in AcOEt (30 ml) and washed with water (1×20 ml) and brine. The organic phase was dried over sodium sulfate and concentrated under vacuum. The purification of the crude by chromatographic column (EtOAc 1/petrole... Reactants: COC1=CC(=NC=C1)[Sn](CCCC)(CCCC)CCCC (4-Methoxy-2-(tributylstannyl)pyridine), BrC=1C=C(C=CC1F)C1(N=C(C2=C(C=CC=C12)F)N)C=1C=NC=NC1 (1-(3-bromo-4-fluorophenyl)-4-fluoro-1-(pyrimidin-5-yl)-1H-isoindol-3-amine). The reagents and catalysts are C=1C=CC(=CC1)[P](C=2C=CC=CC2)(C=3C=CC=CC3)[Pd]([P](C=4C=CC=CC4)(C=5C=CC=CC5)C=6C=CC=CC6)([P](C=7C=CC=CC7)(C=8C=CC=CC8)C=9C=CC=CC9)[P](C=1C=CC=CC1)(C=1C=CC=CC1)C=1C=CC=CC1 (tetrakis(triphenylphosphine)palladium(0)). Solvent: CN(C)C=O (DMF). Reaction conditions: temperature 110 celsius. Yields the product FC1=C2C(=NC(C2=CC=C1)(C=1C=NC=NC1)C1=CC(=C(C=C1)F)C1=NC=CC(=C1)OC)N (4-Fluoro-1-(4-fluoro-3-(4-methoxypyridin-2-yl)phenyl)-1-(pyrimidin-5-yl)-1H-isoindol-3-amine). The yield is 14.9%. Reaction SMILES: [CH3:1][O:2][C:3]1[CH:8]=[CH:7][N:6]=[C:5]([Sn](CCCC)(CCCC)CCCC)[CH:4]=1.Br[C:23]1[CH:24]=[C:25]([C:30]2([C:41]3[CH:42]=[N:43][CH:44]=[N:45][CH:46]=3)[C:38]3[C:33](=[C:34]([F:39])[CH:35]=[CH:36][CH:37]=3)[C:32]([NH2:40])=[N:31]2)[CH:26]=[CH:27][C:28]=1[F:29]>CN(C=O)C.C1C=CC([P]([Pd]([P](C2C=CC=CC=2)(C2C=CC=CC=2)C2C=CC=CC=2)([P](C2C=CC=CC=2)(C2C=CC=CC=2)C2C=CC=CC=2)[P](C2C=CC=CC=2)(C2C=CC=CC=2)C2C=CC=CC=2)(C2C=CC=CC=2)C2C=CC=CC=2)=CC=1>[F:39][C:34]1[CH:35]=[CH:36][CH:37]=[C:38]2[C:33]=1[C:32]([NH2:40])=[N:31][C:30]2([C:25]1[CH:26]=[CH:27][C:28]([F:29])=[C:23]([C:5]2[CH:4]=[C:3]([O:2][CH3:1])[CH:8]=[CH:7][N:6]=2)[CH:24]=1)[C:41]1[CH:46]=[N:45][CH:44]=[N:43][CH:42]=1 |^1:55,57,76,95|. Procedure details: 4-Methoxy-2-(tributylstannyl)pyridine (265 mg, 0.67 mmol), 1-(3-bromo-4-fluorophenyl)-4-fluoro-1-(pyrimidin-5-yl)-1H-isoindol-3-amine (178.3 mg, 0.44 mmol) and tetrakis(triphenylphosphine)palladium(0) (138 mg, 0.11 mmol) were mixed in dry DMF (2.00 mL) and heated in a microwave reactor at 110° C. for 305 min. The resulting product mixture was filtered and purified by preparative-HPLC to give the title compound (28.2 mg, 12% yield): The reactants are FC(C=1C=C(C=CC1)S(=O)(=O)Cl)(F)F (3-Trifluoromethylbenzenesulphonyl chloride), C(C)OC(C1=C(C=C(C=C1)NC(=O)C1=CC(=C2CCNC2=C1)OC)F)=O (2-fluoro-4-[(4-methoxy-2,3-dihydro-1H-indole-6-carbonyl)-amino]-benzoic acid ethyl ester), N1=CC=CC=C1 (pyridine). Solvent: ClCCl (dichloromethane). Conditions: time 16 hour. Yields the product C(C)OC(C1=C(C=C(C=C1)NC(=O)C1=CC(=C2CCN(C2=C1)S(=O)(=O)C1=CC(=CC=C1)C(F)(F)F)OC)F)=O (2-fluoro-4-{[4-methoxy-1-(3-trifluoromethyl-benzenesulfonyl)-2,3-dihydro-1H-indole-6-carbonyl]-amino}-benzoic acid ethyl ester). Isolated yield 33.0%. Reaction SMILES: [F:1][C:2]([F:14])([F:13])[C:3]1[CH:4]=[C:5]([S:9](Cl)(=[O:11])=[O:10])[CH:6]=[CH:7][CH:8]=1.[CH2:15]([O:17][C:18](=[O:40])[C:19]1[CH:24]=[CH:23][C:22]([NH:25][C:26]([C:28]2[CH:36]=[C:35]3[C:31]([CH2:32][CH2:33][NH:34]3)=[C:30]([O:37][CH3:38])[CH:29]=2)=[O:27])=[CH:21][C:20]=1[F:39])[CH3:16].N1C=CC=CC=1>ClCCl>[CH2:15]([O:17][C:18](=[O:40])[C:19]1[CH:24]=[CH:23][C:22]([NH:25][C:26]([C:28]2[CH:36]=[C:35]3[C:31]([CH2:32][CH2:33][N:34]3[S:9]([C:5]3[CH:6]=[CH:7][CH:8]=[C:3]([C:2]([F:14])([F:13])[F:1])[CH:4]=3)(=[O:11])=[O:10])=[C:30]([O:37][CH3:38])[CH:29]=2)=[O:27])=[CH:21][C:20]=1[F:39])[CH3:16]. Reported procedure: 3-Trifluoromethylbenzenesulphonyl chloride (45.1 mg, 0.18 mmol, 1.1 equiv.) was added to a mixture of crude 2-fluoro-4-[(4-methoxy-2,3-dihydro-1H-indole-6-carbonyl)-amino]-benzoic acid ethyl ester (60 mg, 0.24 mmol, 1 equiv.) and pyridine (0.11 mL, 1.34 mmol, 8 equiv.) in dichloromethane (2 mL) and the mixture was stirred at room temperature for 16 hours. The solvent was removed under a stream of N2 and the residue purified by preparative HPLC to afford 2-fluoro-4-{[4-methoxy-1-(3-trifluoromethy...